The task is: describe an organic reaction: reactants, conditions, products, and yield. This data is from the Open Reaction Database (ORD), a public repository of structured organic reaction records. Reactants: N1(CCC2(CC1)CNC1=CC=CC=C12)C(=O)[C@@H](COCC1=CC=CC=C1)NC(C(C)(C)NC(=O)OC(C)(C)C)=O (N-[1(R)-[(1,2-Dihydro-spiro[3H-indole-3,4'-piperidin]-1'-yl)carbonyl]-2-(phenylmethyloxy)ethyl]-[[(1,1-dimethylethoxy)carbonyl]amino]-2-methylpropanamide), CN1CCOCC1 (N-methylmorpholine), C(C)S(=O)(=O)Cl (ethanesulfonylchloride). Run in ClCCl (dichloromethane), ClCCl (dichloromethane). Run at temperature 0 celsius, time 1 hour. Yields the product C(C)S(=O)(=O)N1CC2(CCN(CC2)C(=O)[C@@H](COCC2=CC=CC=C2)NC(C(C)(C)N)=O)C2=CC=CC=C12 (N-[1(R)-[(1,2-Dihydro-1-ethanesulfonyl-spiro[3H-indole-3,4'-piperidin]-1'-yl)carbonyl]-2-(phenylmethyloxy)-ethyl]-2-amino -2-methylpropanamide). RXN SMILES: [N:1]1([C:15]([C@H:17]([NH:27][C:28](=[O:40])[C:29]([NH:32]C(OC(C)(C)C)=O)([CH3:31])[CH3:30])[CH2:18][O:19][CH2:20][C:21]2[CH:26]=[CH:25][CH:24]=[CH:23][CH:22]=2)=[O:16])[CH2:6][CH2:5][C:4]2([C:14]3[C:9](=[CH:10][CH:11]=[CH:12][CH:13]=3)[NH:8][CH2:7]2)[CH2:3][CH2:2]1.CN1CCOCC1.[CH2:48]([S:50](Cl)(=[O:52])=[O:51])[CH3:49]>ClCCl>[CH2:48]([S:50]([N:8]1[C:9]2[C:14](=[CH:13][CH:12]=[CH:11][CH:10]=2)[C:4]2([CH2:5][CH2:6][N:1]([C:15]([C@H:17]([NH:27][C:28](=[O:40])[C:29]([NH2:32])([CH3:30])[CH3:31])[CH2:18][O:19][CH2:20][C:21]3[CH:26]=[CH:25][CH:24]=[CH:23][CH:22]=3)=[O:16])[CH2:2][CH2:3]2)[CH2:7]1)(=[O:52])=[O:51])[CH3:49]. Procedure details: To a solution of 0.158 g the intermediate from Step B in 5 mL of dichloromethane was added 0.053 mL of N-methylmorpholine, and 0.034 mL of ethanesulfonylchloride and stirred at 0° C. for 30 min and RT for 1 h. The reaction mixture was diluted with an additional 5 mL of dichloromethane and washed with 5 mL of saturated sodium bicarbonate solution, brine (5 mL), dried over MgSO4 and concentrated. Flash chromatography of the residue over 10 g of silica gel with CH2Cl2 -ether (3:1) as eluent gave 0....